Dataset: the Open Reaction Database (ORD), a public repository of structured organic reaction records. Task: describe an organic reaction: reactants, conditions, products, and yield Starting materials: [Li+].[OH-] (LiOH), O (water), COC(=O)C=1NC2=CC=CC(=C2C1)OCC(C)(C)C (4-(2,2-Dimethyl-propoxy)-1H-indole-2-carboxylic acid methyl ester). The solvent is C1CCOC1 (THF). Conditions: time 48 hour. The product is CC(COC1=C2C=C(NC2=CC=C1)C(=O)O)(C)C (4-(2,2-Dimethyl-propoxy)-1H-indole-2-carboxylic acid). RXN SMILES: C[O:2][C:3]([C:5]1[NH:6][C:7]2[C:12]([CH:13]=1)=[C:11]([O:14][CH2:15][C:16]([CH3:19])([CH3:18])[CH3:17])[CH:10]=[CH:9][CH:8]=2)=[O:4].[Li+].[OH-].O>C1COCC1>[CH3:17][C:16]([CH3:19])([CH3:18])[CH2:15][O:14][C:11]1[CH:10]=[CH:9][CH:8]=[C:7]2[C:12]=1[CH:13]=[C:5]([C:3]([OH:4])=[O:2])[NH:6]2 |f:1.2|. Reported procedure: 4-(2,2-Dimethyl-propoxy)-1H-indole-2-carboxylic acid methyl ester 90 (270 mg, 1.03 mmol) is dissolved in 20 ml of THF. A 2M-solution of LiOH in water (5.2 ml, 11 mmol) is added and the mixture is stirred for 48 hours. The solvent is then evaporated and the residue is partitioned between water and ether. The water layer is acidified with HCl and extracted twice with EtOAc. The combined organic layers are washed with brine, dried over anhydrous sodium sulfate, filtered and evaporated to give a yel...